From a dataset of the Open Reaction Database (ORD), a public repository of structured organic reaction records. describe an organic reaction: reactants, conditions, products, and yield Starting materials: [OH-].[Na+] (sodium hydroxide), C(C)[N+]1=C(C(C2=CC(=CC=C12)P(=O)(O)O)(C)C)C (1-ethyl-2,3,3-trimethyl-5-phosphono-3H-indolium), C1=CC=C(C=C1)N/C=C/C=NC2=CC=CC=C2.Cl (malonaldehyde dianilide hydrochloride), C(C)(=O)OC(C)=O (acetic anhydride), [I-].C(=O)(O)CCCCC[N+]1=CC=C(C2=CC=CC=C12)C (1-(5-carboxy-pentyl)-4-methyl-quinolinium iodide), C([O-])(O)=O.[Na+] (sodium bicarbonate). Run in CO (methanol), C(C)(=O)O (acetic acid), N1=CC=CC=C1 (pyridine), Cl (HCl), O (water), C(C)(=O)O (acetic acid). Run at temperature 110 celsius, time 3 hour. The product is [Cl-].C(=O)(O)CCCCC[N+]1=CC=C(C2=CC=CC=C12)C=CC=CC=C1N(C2=CC=C(C=C2C1(C)C)P(=O)(O)O)CC (1-(5-carboxy-pentyl)-4-[5-(1-ethyl-3,3-dimethyl-5-phosphono-1,3-dihydro-indol-2-ylidene)-penta-1,3-dienyl]-quinolinium chloride). RXN SMILES: [CH2:1]([N+:3]1[C:11]2[C:6](=[CH:7][C:8]([P:12]([OH:15])([OH:14])=[O:13])=[CH:9][CH:10]=2)[C:5]([CH3:17])([CH3:16])[C:4]=1[CH3:18])[CH3:2].[CH:19]1[CH:24]=CC(N/C=C/C=NC2C=CC=CC=2)=C[CH:20]=1.[ClH:36].C(OC(=O)C)(=O)C.[I-].[C:45]([CH2:48][CH2:49][CH2:50][CH2:51][CH2:52][N+:53]1[C:62]2[C:57](=[CH:58][CH:59]=[CH:60][CH:61]=2)[C:56]([CH3:63])=[CH:55][CH:54]=1)([OH:47])=[O:46].[OH-].[Na+].C(=O)(O)[O-].[Na+]>C(O)(=O)C.Cl.O.CO.N1C=CC=CC=1>[Cl-:36].[C:45]([CH2:48][CH2:49][CH2:50][CH2:51][CH2:52][N+:53]1[C:62]2[C:57](=[CH:58][CH:59]=[CH:60][CH:61]=2)[C:56]([CH:63]=[CH:24][CH:19]=[CH:20][CH:18]=[C:4]2[C:5]([CH3:17])([CH3:16])[C:6]3[C:11](=[CH:10][CH:9]=[C:8]([P:12]([OH:14])([OH:15])=[O:13])[CH:7]=3)[N:3]2[CH2:1][CH3:2])=[CH:55][CH:54]=1)([OH:47])=[O:46] |f:1.2,4.5,6.7,8.9,15.16|. Reported procedure: To a 50 mL flask were added 6 (0.25 g, 0.93 mmol), malonaldehyde dianilide hydrochloride (0.25 g, 0.97 mmol), acetic acid (4 mL) and acetic anhydride (4 mL). The mixture was heated at 110° C. for 90 min and then was cooled to rt. The volatile components were removed under vacuum to leave a tar. The tar was dissolved in acetic acid (4 mL) and then pyridine (5 mL) and 14 (0.34 g, 0.89 mmol) were added. The mixture was heated at 110° C. for 25 min and then cooled to rt. The volatile components were... The reactants are C1COCCN1, O=C1CCN(Cc2ccccc2)CC1, Cc1ccccc1, O. The product is C1=C(N2CCOCC2)CCN(Cc2ccccc2)C1. RXN SMILES: [CH2:15]1[CH2:16][O:17][CH2:18][CH2:19][NH:20]1.[CH2:1]([c:2]1[cH:3][cH:4][cH:5][cH:6][cH:7]1)[N:8]1[CH2:9][CH2:10][C:11](=[O:14])[CH2:12][CH2:13]1.[CH3:22][c:23]1[cH:24][cH:25][cH:26][cH:27][cH:28]1.[OH2:21]>>[CH2:1]([c:2]1[cH:3][cH:4][cH:5][cH:6][cH:7]1)[N:8]1[CH2:9][CH:10]=[C:11]([N:20]2[CH2:15][CH2:16][O:17][CH2:18][CH2:19]2)[CH2:12][CH2:13]1.